Dataset: the Open Reaction Database (ORD), a public repository of structured organic reaction records. Task: describe an organic reaction: reactants, conditions, products, and yield Procedure details: Next, the above sulfonamide was introduced in ethanol saturated with hydrogen chloride, and, while stirring, heated under reflux for 7 hours. After solvent was evaporated, water was added, followed by extraction with chloroform. Extract liquid was evaporated to dryness to obtain 0.62 g of the title compound. m.p.: 125° to 128° C. Starting materials: ClC1=CC=CC(=N1)N1N=CC(=C1S(=O)(=O)N)C(=O)O (1-(6-chloropyridin-2-yl)-4-carboxypyrazole-5-sulfonamide), Cl (hydrogen chloride), C(C)O (ethanol). Reaction SMILES: [Cl:1][C:2]1[N:7]=[C:6]([N:8]2[C:12]([S:13]([NH2:16])(=[O:15])=[O:14])=[C:11]([C:17]([OH:19])=[O:18])[CH:10]=[N:9]2)[CH:5]=[CH:4][CH:3]=1.Cl.[CH2:21](O)[CH3:22]>>[Cl:1][C:2]1[N:7]=[C:6]([N:8]2[C:12]([S:13]([NH2:16])(=[O:15])=[O:14])=[C:11]([C:17]([O:19][CH2:21][CH3:22])=[O:18])[CH:10]=[N:9]2)[CH:5]=[CH:4][CH:3]=1. The product is ClC1=CC=CC(=N1)N1N=CC(=C1S(=O)(=O)N)C(=O)OCC (1-(6-chloropyridin-2-yl)-4-ethoxycarbonylpyrazole-5-sulfonamide).